Dataset: the Open Reaction Database (ORD), a public repository of structured organic reaction records. Task: describe an organic reaction: reactants, conditions, products, and yield Reactants: C(C1=CC=CC=C1)N1N=C(C=C1)N (1-benzyl-3-amino-pyrazole), C(C)OC=C(C(=O)OCC)C(=O)OCC (diethyl ethoxymethylenemalonate). Run in C(C)O (ethanol). Product: C(C1=CC=CC=C1)N1N=C(C=C1)NC=C(C(=O)OCC)C(=O)OCC (diethyl N-(1-benzyl-pyrazol-3-yl)-aminomethylenemalonate). Reaction SMILES: [CH2:1]([N:8]1[CH:12]=[CH:11][C:10]([NH2:13])=[N:9]1)[C:2]1[CH:7]=[CH:6][CH:5]=[CH:4][CH:3]=1.C(O[CH:17]=[C:18]([C:24]([O:26][CH2:27][CH3:28])=[O:25])[C:19]([O:21][CH2:22][CH3:23])=[O:20])C>C(O)C>[CH2:1]([N:8]1[CH:12]=[CH:11][C:10]([NH:13][CH:17]=[C:18]([C:19]([O:21][CH2:22][CH3:23])=[O:20])[C:24]([O:26][CH2:27][CH3:28])=[O:25])=[N:9]1)[C:2]1[CH:3]=[CH:4][CH:5]=[CH:6][CH:7]=1. Reported procedure: 1-benzyl-3-amino-pyrazole, m.p. 57°-59° C. (4 g) was reacted with diethyl ethoxymethylenemalonate (6 g) in anhydrous ethanol (40 ml) at the reflux temperature for 3 hours. After cooling the solution was evaporated in vacuo to dryness. Crystallization obtained by dilution with hexane gave diethyl N-(1-benzyl-pyrazol-3-yl)-aminomethylenemalonate, m.p. 60°-62° C. (7.5 g), which was reacted with polyphosphoric acid (3.2 g: 1.5 g of P2O5 and 1.7 g of H3PO4) and POCl3 (13.5 g) under stirring at 120° C... Reported procedure: Methyl 3-[({[4-cyano-3-(4-nitrophenyl)isothiazol-5-yl]amino}carbonyl)amino]propanoate (36.0 g) was added portion wise to concentrated sulfuric acid (150.0 mL) at ambient temperature over 20 min. The resulting suspension was heated to 45° C. over 90 min. The reaction mixture was cooled to ambient temperature. The reaction mixture was poured into ice water (600 ml), stirred for 30 min. The solid which formed was collected by filtration and washed with water then dried in vacuo to give the title co... The solvent is ice water. Isolated yield 75.0%. Conditions: temperature 45 celsius, time 30 minute. Reactants: C(#N)C=1C(=NSC1NC(=O)NCCC(=O)OC)C1=CC=C(C=C1)[N+](=O)[O-] (Methyl 3-[({[4-cyano-3-(4-nitrophenyl)isothiazol-5-yl]amino}carbonyl)amino]propanoate), S(O)(O)(=O)=O (sulfuric acid). Yields the product NC(=O)C=1C(=NSC1NC(=O)NCCC(=O)OC)C1=CC=C(C=C1)[N+](=O)[O-] (Methyl 3-[({[4-(aminocarbonyl)-3-(4-nitrophenyl)isothiazol-5-yl]amino}carbonyl)amino]propanoate), solid. Reaction SMILES: [C:1]([C:3]1[C:4]([C:18]2[CH:23]=[CH:22][C:21]([N+:24]([O-:26])=[O:25])=[CH:20][CH:19]=2)=[N:5][S:6][C:7]=1[NH:8][C:9]([NH:11][CH2:12][CH2:13][C:14]([O:16][CH3:17])=[O:15])=[O:10])#[N:2].S(=O)(=O)(O)[OH:28]>>[NH2:2][C:1]([C:3]1[C:4]([C:18]2[CH:19]=[CH:20][C:21]([N+:24]([O-:26])=[O:25])=[CH:22][CH:23]=2)=[N:5][S:6][C:7]=1[NH:8][C:9]([NH:11][CH2:12][CH2:13][C:14]([O:16][CH3:17])=[O:15])=[O:10])=[O:28]. The reactants are ClC1=NC=CC2=CC=CC=C12 (1-chloroisoquinoline), C=1C=CC(=CC1)P(C=2C=CC=CC2)C3=CC=C4C=CC=CC4=C3C5=C6C=CC=CC6=CC=C5P(C=7C=CC=CC7)C=8C=CC=CC8 (BINAP), N1CCC(CC1)CO (4-piperidylmethanol), CC(C)([O-])C.[Na+] (sodium tert-butoxide). The reagents and catalysts are C=1C=CC(=CC1)/C=C/C(=O)/C=C/C2=CC=CC=C2.C=1C=CC(=CC1)/C=C/C(=O)/C=C/C2=CC=CC=C2.C=1C=CC(=CC1)/C=C/C(=O)/C=C/C2=CC=CC=C2.[Pd].[Pd] (tris(dibenzylideneacetone)dipalladium). Yields the product C1(=NC=CC2=CC=CC=C12)N1CCC(CC1)CO ([1-(1-Isoquinolyl)-4-piperidyl]methanol). As a reaction SMILES: Cl[C:2]1[C:11]2[C:6](=[CH:7][CH:8]=[CH:9][CH:10]=2)[CH:5]=[CH:4][N:3]=1.[NH:12]1[CH2:17][CH2:16][CH:15]([CH2:18][OH:19])[CH2:14][CH2:13]1.CC(C)([O-])C.[Na+].C1C=CC(P(C2C(C3C(P(C4C=CC=CC=4)C4C=CC=CC=4)=CC=C4C=3C=CC=C4)=C3C(C=CC=C3)=CC=2)C2C=CC=CC=2)=CC=1>C1C=CC(/C=C/C(/C=C/C2C=CC=CC=2)=O)=CC=1.C1C=CC(/C=C/C(/C=C/C2C=CC=CC=2)=O)=CC=1.C1C=CC(/C=C/C(/C=C/C2C=CC=CC=2)=O)=CC=1.[Pd].[Pd]>[C:2]1([N:12]2[CH2:17][CH2:16][CH:15]([CH2:18][OH:19])[CH2:14][CH2:13]2)[C:11]2[C:6](=[CH:7][CH:8]=[CH:9][CH:10]=2)[CH:5]=[CH:4][N:3]=1 |f:2.3,5.6.7.8.9|. Reported procedure: The process is performed as described in Example 2 (step 2.1). Starting with 2.50 g (15.28 mmol) of 1-chloroisoquinoline, 1.94 g (136.6 mmol) of 4-piperidylmethanol, 3.53 g (36.67 mmol) of sodium tert-butoxide, 0.285 g (0.46 mmol) of BINAP and 0.140 g (0.15 mmol) of tris(dibenzylideneacetone)dipalladium, and after chromatography on silica gel, eluting with a 98/2/0.2 and then 95/5/0.5 mixture of dichloromethane, methanol and 28% aqueous ammonia, 2.40 g of pure product are obtained in the form of... Reactants: C[Si](C)(C)Br, CCOP(=O)(CC(CC(C)C)C(=O)NC(CC(C)C)C(=O)NC)CN1C(=O)CCCC1=O. Yields the product CNC(=O)C(CC(C)C)NC(=O)C(CC(C)C)CP(=O)(O)CN1C(=O)CCCC1=O. As a reaction SMILES: [Br:33][Si:34]([CH3:35])([CH3:36])[CH3:37].[CH2:1]([CH3:2])[O:3][P:4](=[O:5])([CH2:6][CH:7]([CH2:8][CH:9]([CH3:10])[CH3:11])[C:12]([NH:13][CH:14]([CH2:15][CH:16]([CH3:17])[CH3:18])[C:19]([NH:20][CH3:21])=[O:22])=[O:23])[CH2:24][N:25]1[C:26](=[O:32])[CH2:27][CH2:28][CH2:29][C:30]1=[O:31]>>[O:3]=[P:4]([OH:5])([CH2:6][CH:7]([CH2:8][CH:9]([CH3:10])[CH3:11])[C:12]([NH:13][CH:14]([CH2:15][CH:16]([CH3:17])[CH3:18])[C:19]([NH:20][CH3:21])=[O:22])=[O:23])[CH2:24][N:25]1[C:26](=[O:32])[CH2:27][CH2:28][CH2:29][C:30]1=[O:31]. Starting materials: CC(C)(C)OC(=O)N1CCN(c2cccc3nc(N)nc(N)c23)CC1, CO, Cl. Product: Cl, Nc1nc(N)c2c(N3CCNCC3)cccc2n1. As a reaction SMILES: [C:1]([O:2][C:3](=[O:4])[N:8]1[CH2:9][CH2:10][N:11]([c:14]2[c:15]3[c:16]([NH2:25])[n:17][c:18]([NH2:24])[n:19][c:20]3[cH:21][cH:22][cH:23]2)[CH2:12][CH2:13]1)([CH3:5])([CH3:6])[CH3:7].[CH3:27][OH:28].[ClH:26]>>[ClH:26].[NH:8]1[CH2:9][CH2:10][N:11]([c:14]2[c:15]3[c:16]([NH2:25])[n:17][c:18]([NH2:24])[n:19][c:20]3[cH:21][cH:22][cH:23]2)[CH2:12][CH2:13]1.